From a dataset of the Open Reaction Database (ORD), a public repository of structured organic reaction records. describe an organic reaction: reactants, conditions, products, and yield The reactants are COC1=C(C(=O)O)C=CC(=C1)OC1CCN(CC1)C(=O)OC(C)(C)C (2-Methoxy-4-(1-Boc-4-piperidyloxy)benzoic acid), S(=O)(Cl)Cl (Thionyl chloride). The reagents and catalysts are N1=CC=CC=C1 (pyridine). Run in C1CCOC1 (THF). Run at time 4.5 hour. Yields the product COC1=C(C(=O)Cl)C=CC(=C1)OC1CCN(CC1)C(=O)OC(C)(C)C (2-methoxy-4-(1-Boc-4-piperidyloxy)benzoyl chloride). Reaction SMILES: [CH3:1][O:2][C:3]1[CH:11]=[C:10]([O:12][CH:13]2[CH2:18][CH2:17][N:16]([C:19]([O:21][C:22]([CH3:25])([CH3:24])[CH3:23])=[O:20])[CH2:15][CH2:14]2)[CH:9]=[CH:8][C:4]=1[C:5](O)=[O:6].S(Cl)([Cl:28])=O>C1COCC1.N1C=CC=CC=1>[CH3:1][O:2][C:3]1[CH:11]=[C:10]([O:12][CH:13]2[CH2:18][CH2:17][N:16]([C:19]([O:21][C:22]([CH3:25])([CH3:24])[CH3:23])=[O:20])[CH2:15][CH2:14]2)[CH:9]=[CH:8][C:4]=1[C:5]([Cl:28])=[O:6]. Reported procedure: 2-Methoxy-4-(1-Boc-4-piperidyloxy)benzoic acid (3.2 g, 9.1 mmol) was dissolved in THF (35 ml). Thionyl chloride (1 ml, 1.63 g, 13.7 mmol) was added dropwise, followed by 2 drops of pyridine. The mixture was stirred at ambient temperature under nitrogen for 4.5 hours, then concentrated in vacuo. The residue was reconcentrated from ether to give 2-methoxy-4-(1-Boc-4-piperidyloxy)benzoyl chloride. Run in [OH-].[Na+] (NaOH). Reaction SMILES: [OH:1][C:2]1[CH:11]=[C:10]([OH:12])[C:9]2[C:4](=[CH:5][CH:6]=[CH:7][CH:8]=2)[N:3]=1.[N:13]([O-])=[O:14].[Na+].OS(O)(=O)=O>[OH-].[Na+]>[N:13](=[C:11]1[C:10](=[O:12])[C:9]2[C:4](=[CH:5][CH:6]=[CH:7][CH:8]=2)[NH:3][C:2]1=[O:1])[OH:14] |f:1.2,4.5|. Isolated yield 90.1%. Reactants: OS(=O)(=O)O (H2SO4), OC1=NC2=CC=CC=C2C(=C1)O (2,4-dihydroxyquinoline), N(=O)[O-].[Na+] (NaNO2), OS(=O)(=O)O (H2SO4). Procedure: To a mixture of 3.21 g (19.9 mmol) of 2,4-dihydroxyquinoline and 1.87 g (27.1 mmol) of NaNO2 in 60 mL of 0.2N NaOH in an ice-bath was added dropwise 40 mL of aqueous 2N H2SO4. The mixture was stirred in an ice bath for 1 h after addition of H2SO4, filtered and dried to leave 3.41 g of orange solid which was crystallized by boiling with 150 mL of ethanol (95%) and filtered. The filtrate was cooled to and kept at room temperature for 5 h. The crystalline precipitate was filtered and dried to leave... Product: N(O)=C1C(NC2=CC=CC=C2C1=O)=O (3-Oximinoquinolin-2,4-dione). Reaction conditions: time 1 hour.